This data is from the Open Reaction Database (ORD), a public repository of structured organic reaction records. The task is: describe an organic reaction: reactants, conditions, products, and yield The reactants are Cl.ClC1=CC=C(CSC2=C(C=CC(=N2)C(=O)Cl)C#N)C=C1 (6-(4-chlorobenzylthio)-5-cyanopicolinoyl chloride hydrochloride), C(C)(C)N(C(C)C)CC (N,N-diisopropylethylamine). The solvent is CN(C=O)C (dimethylformamide). Run at time 6 hour. The product is ClC1=CC=C(CSC2=C(C=CC(=N2)C(=O)NC)C#N)C=C1 (6-(4-chlorobenzylthio)-5-cyano-N-methylpicolinamide). Yield: 74.0%. RXN SMILES: Cl.[Cl:2][C:3]1[CH:21]=[CH:20][C:6]([CH2:7][S:8][C:9]2[N:14]=[C:13]([C:15](Cl)=[O:16])[CH:12]=[CH:11][C:10]=2[C:18]#[N:19])=[CH:5][CH:4]=1.[CH:22]([N:25](CC)C(C)C)(C)C>CN(C)C=O>[Cl:2][C:3]1[CH:21]=[CH:20][C:6]([CH2:7][S:8][C:9]2[N:14]=[C:13]([C:15]([NH:25][CH3:22])=[O:16])[CH:12]=[CH:11][C:10]=2[C:18]#[N:19])=[CH:5][CH:4]=1 |f:0.1|. Reported procedure: A mixture of 6-(4-chlorobenzylthio)-5-cyanopicolinoyl chloride hydrochloride 81 (60 mg, 0.17 mmol) and N,N-diisopropylethylamine (89 ul, 0.51 mmol) in dimethylformamide (2 ml) was stirred for 6 hrs at room temperature. After removal of the solvent, the residue was triturated with ether and the resulting solid was collected by filtration to afford 40 mg (74%) of the desired product 84. 1H NMR (600 MHz, DMSO-d6) δ 8.79 (d, 1H, J=4.8 Hz), 8.37 (d, 1H, J=7.8 Hz), 7.84 (d, 1H, J=8.4 Hz), 7.49 (d, 2H,... Reactants: B(F)(F)F.CCOCC (boron trifluoride etherate), C(CCCCCCCCCCCCCCC)NC1=CC=C(C(=O)O)C=C1 (4-(n-hexadecylamino)benzoic acid), OCC(O)CO (glycerol), B(F)(F)F.CCOCC (boron trifluoride etherate). Reaction SMILES: [CH2:1]([NH:17][C:18]1[CH:26]=[CH:25][C:21]([C:22]([OH:24])=[O:23])=[CH:20][CH:19]=1)[CH2:2][CH2:3][CH2:4][CH2:5][CH2:6][CH2:7][CH2:8][CH2:9][CH2:10][CH2:11][CH2:12][CH2:13][CH2:14][CH2:15][CH3:16].[OH:27][CH2:28][CH:29]([CH2:31]O)[OH:30].B(F)(F)F.CCOCC>C1(C)C=CC=CC=1>[CH2:1]([NH:17][C:18]1[CH:19]=[CH:20][C:21]([C:22]([O:24][CH2:31][CH:29]([OH:30])[CH2:28][OH:27])=[O:23])=[CH:25][CH:26]=1)[CH2:2][CH2:3][CH2:4][CH2:5][CH2:6][CH2:7][CH2:8][CH2:9][CH2:10][CH2:11][CH2:12][CH2:13][CH2:14][CH2:15][CH3:16] |f:2.3|. Conditions: time 120 hour. The solvent is C1(=CC=CC=C1)C (toluene). Yields the product C(CCCCCCCCCCCCCCC)NC1=CC=C(C(=O)OCC(CO)O)C=C1 (2,3-dihydroxypropyl 4-(n-hexadecylamino)benzoate). Procedure details: A solution of 11.8 g of 4-(n-hexadecylamino)benzoic acid, 1.00 g of glycerol, and 5.35 ml of boron trifluoride etherate in 200 ml of toluene is stirred under reflux for 48 hours. The solution is treated with an additional 5.35 ml of boron trifluoride etherate and refluxing is continued for 120 hours. Dilution with water and methylene chloride followed by filtration affords 2,3-dihydroxypropyl 4-(n-hexadecylamino)benzoate as a white solid. Reactants: C(C)(=O)OCC (ethyl acetate), C(=O)(C=1NC=CN1)C=1NC=CN1 (carbonyl diimidazole), NC1=C(C=C(C(=O)OC)C=C1)NC (methyl 4-amino-3-(methylamino)benzoate), C(=O)(C=1NC=CN1)C=1NC=CN1 (carbonyl diimidazole). Solvent: O1CCCC1 (tetrahydrofuran). Reaction conditions: time 16 hour. Product: CN1C(NC2=C1C=C(C=C2)C(=O)OC)=O (methyl 3-methyl-2-oxo-2,3-dihydro-1H-benzo[d]imidazole-5-carboxylate). Yield: 64.2%. Reaction SMILES: [C:1](C1NC=CN=1)(C1NC=CN=1)=[O:2].[NH2:13][C:14]1[CH:23]=[CH:22][C:17]([C:18]([O:20][CH3:21])=[O:19])=[CH:16][C:15]=1[NH:24][CH3:25].C(OCC)(=O)C>O1CCCC1>[CH3:25][N:24]1[C:15]2[CH:16]=[C:17]([C:18]([O:20][CH3:21])=[O:19])[CH:22]=[CH:23][C:14]=2[NH:13][C:1]1=[O:2]. Reported procedure: Add carbonyl diimidazole (587 mg, 3.50 mmol) to a solution of methyl 4-amino-3-(methylamino)benzoate (586 mg, 3.19 mmol) in tetrahydrofuran (20 mL) at room temperature. Stir the yellow solution at room temperature for 16 hours. Add carbonyl diimidazole (500 mg, 0.96). Stir at room temperature for 4 hours. Add ethyl acetate (75 mL). Wash with 10% citric acid (5 mL), 1N sodium hydroxide (5 mL), and brine (5 mL). Dry the organics over magnesium sulfate, filter, concentrate, and dry under high vacuu... Starting materials: [Br-], CC(C)=CCBr, O=C([O-])[O-], CCC(C)=O, CCCC[N+](CCCC)(CCCC)CCCC, O=[N+]([O-])c1ccc(Cl)c(O)c1, [K+], [K+], Oc1ccccc1. Product: CC(C)=CCOc1cc([N+](=O)[O-])ccc1Cl. Reaction SMILES: [Br-:31].[Br:18][CH2:19][CH:20]=[C:21]([CH3:22])[CH3:23].[C:12](=[O:13])([O-:14])[O-:15].[CH2:49]([C:50]([CH3:51])=[O:52])[CH3:53].[CH3:32][CH2:33][CH2:34][CH2:35][N+:36]([CH2:37][CH2:38][CH2:39][CH3:40])([CH2:41][CH2:42][CH2:43][CH3:44])[CH2:45][CH2:46][CH2:47][CH3:48].[Cl:1][c:2]1[c:3]([OH:11])[cH:4][c:5]([N+:8](=[O:9])[O-:10])[cH:6][cH:7]1.[K+:16].[K+:17].[OH:24][c:25]1[cH:26][cH:27][cH:28][cH:29][cH:30]1>>[Cl:1][c:2]1[c:3]([O:11][CH2:19][CH:20]=[C:21]([CH3:22])[CH3:23])[cH:4][c:5]([N+:8](=[O:9])[O-:10])[cH:6][cH:7]1. The reactants are CCO, OB(O)c1ccc(Cl)cc1, O=S1(=O)CCN2CCCC(c3ccc(OS(=O)(=O)C(F)(F)F)cc3)C2=N1, [Na+], [Na+], O=C([O-])[O-], CN(C)C=O, O, c1ccc(P(c2ccccc2)(c2ccccc2)[Pd](P(c2ccccc2)(c2ccccc2)c2ccccc2)(P(c2ccccc2)(c2ccccc2)c2ccccc2)P(c2ccccc2)(c2ccccc2)c2ccccc2)cc1. Product: O=S1(=O)CCN2CCCC(c3ccc(-c4ccc(Cl)cc4)cc3)C2=N1. Reaction SMILES: [CH3:43][CH2:44][OH:45].[Cl:1][c:2]1[cH:3][cH:4][c:5]([B:8]([OH:9])[OH:10])[cH:6][cH:7]1.[F:11][C:12]([F:13])([F:14])[S:15]([O:16][c:17]1[cH:18][cH:19][c:20]([CH:23]2[CH2:24][CH2:25][CH2:26][N:27]3[C:28]2=[N:29][S:30](=[O:33])(=[O:34])[CH2:31][CH2:32]3)[cH:21][cH:22]1)(=[O:35])=[O:36].[Na+:37].[Na+:38].[O-:39][C:40](=[O:41])[O-:42].[O:47]=[CH:48][N:49]([CH3:50])[CH3:51].[OH2:46].[cH:52]1[cH:53][cH:54][c:55]([P:56]([Pd:57]([P:58]([c:59]2[cH:60][cH:61][cH:62][cH:63][cH:64]2)([c:65]2[cH:66][cH:67][cH:68][cH:69][cH:70]2)[c:71]2[cH:72][cH:73][cH:74][cH:75][cH:76]2)([P:77]([c:78]2[cH:79][cH:80][cH:81][cH:82][cH:83]2)([c:84]2[cH:85][cH:86][cH:87][cH:88][cH:89]2)[c:90]2[cH:91][cH:92][cH:93][cH:94][cH:95]2)[P:96]([c:97]2[cH:98][cH:99][cH:100][cH:101][cH:102]2)([c:103]2[cH:104][cH:105][cH:106][cH:107][cH:108]2)[c:109]2[cH:110][cH:111][cH:112][cH:113][cH:114]2)([c:115]2[cH:116][cH:117][cH:118][cH:119][cH:120]2)[c:121]2[cH:122][cH:123][cH:124][cH:125][cH:126]2)[cH:127][cH:128]1>>[Cl:1][c:2]1[cH:3][cH:4][c:5](-[c:17]2[cH:18][cH:19][c:20]([CH:23]3[CH2:24][CH2:25][CH2:26][N:27]4[C:28]3=[N:29][S:30](=[O:33])(=[O:34])[CH2:31][CH2:32]4)[cH:21][cH:22]2)[cH:6][cH:7]1.